This data is from the Open Reaction Database (ORD), a public repository of structured organic reaction records. The task is: describe an organic reaction: reactants, conditions, products, and yield Reactants: N-hydroxysuccinimide ester, C(C1=CC=CC=C1)OC(=O)NCCCC[C@H](N)C(=O)O (Nε -benzyloxycarbonyl-L-lysine), C(CCCCCCCCCCCCCCC)(=O)OC(CC(=O)N[C@@H](CCCCNC(=O)OCC1=CC=CC=C1)C(=O)O)CCCCCCCCCCCCCCC (Nα -(3-hexadecanoyloxyoctadecanoyl)-Nε -benzyloxycarbonyl-L-lysine), Example 20 ( 1 ). Yields the product C(CCCCCCCCCCCCCCC)(=O)OC(CC(=O)N[C@@H](CCCCNC(=O)OCC1=CC=CC=C1)C(=O)N[C@@H](CCCCNC(=O)OCC1=CC=CC=C1)C(=O)O)CCCCCCCCCCCCCCC (Nα -[Nα -(3-hexadecanoyloxyoctadecanoyl)-Nε -benzyloxycarbonyl-L-lysyl]-Nε -benzyloxycarbonyl-L-lysine). Yield: 67.8%. Reaction SMILES: [C:1]([O:18][CH:19]([CH2:43][CH2:44][CH2:45][CH2:46][CH2:47][CH2:48][CH2:49][CH2:50][CH2:51][CH2:52][CH2:53][CH2:54][CH2:55][CH2:56][CH3:57])[CH2:20][C:21]([NH:23][C@H:24]([C:40](O)=[O:41])[CH2:25][CH2:26][CH2:27][CH2:28][NH:29][C:30]([O:32][CH2:33][C:34]1[CH:39]=[CH:38][CH:37]=[CH:36][CH:35]=1)=[O:31])=[O:22])(=[O:17])[CH2:2][CH2:3][CH2:4][CH2:5][CH2:6][CH2:7][CH2:8][CH2:9][CH2:10][CH2:11][CH2:12][CH2:13][CH2:14][CH2:15][CH3:16].[CH2:58]([O:65][C:66]([NH:68][CH2:69][CH2:70][CH2:71][CH2:72][C@@H:73]([C:75]([OH:77])=[O:76])[NH2:74])=[O:67])[C:59]1[CH:64]=[CH:63][CH:62]=[CH:61][CH:60]=1>>[C:1]([O:18][CH:19]([CH2:43][CH2:44][CH2:45][CH2:46][CH2:47][CH2:48][CH2:49][CH2:50][CH2:51][CH2:52][CH2:53][CH2:54][CH2:55][CH2:56][CH3:57])[CH2:20][C:21]([NH:23][C@H:24]([C:40]([NH:74][C@H:73]([C:75]([OH:77])=[O:76])[CH2:72][CH2:71][CH2:70][CH2:69][NH:68][C:66]([O:65][CH2:58][C:59]1[CH:60]=[CH:61][CH:62]=[CH:63][CH:64]=1)=[O:67])=[O:41])[CH2:25][CH2:26][CH2:27][CH2:28][NH:29][C:30]([O:32][CH2:33][C:34]1[CH:39]=[CH:38][CH:37]=[CH:36][CH:35]=1)=[O:31])=[O:22])(=[O:17])[CH2:2][CH2:3][CH2:4][CH2:5][CH2:6][CH2:7][CH2:8][CH2:9][CH2:10][CH2:11][CH2:12][CH2:13][CH2:14][CH2:15][CH3:16]. Reported procedure: Starting from N-hydroxysuccinimide ester of Nα -(3-hexadecanoyloxyoctadecanoyl)-Nε -benzyloxycarbonyl-L-lysine (3 g) prepared by the method described in Example 20 (1), and Nε -benzyloxycarbonyl-L-lysine (2.24 g), Nα -[Nα -(3-hexadecanoyloxyoctadecanoyl)-Nε -benzyloxycarbonyl-L-lysyl]-Nε -benzyloxycarbonyl-L-lysine (2.7 g) was obtained as crystals according to a similar manner to that of Example 16 (2). The product is CC=1ON=C2N(C(N(C(C21)=O)C)=O)C (3,5,7-Trimethyl-5H,7H-isoxazolo[3,4-d]pyrimidine-4,6-dione). Procedure details: One gram of 1,3-dimethyl-6-hydroxyaminouracil is boiled with 10 ml of acetic anhydride at 140° C. for 1 hour and, when hot, the insolubles are filtered off. The filtrate is concentrated to dryness to recover 0.7 g of the captioned compound as colorless needles. As recrystallized from ethanol, the compound melts at 200°-202° C. As a reaction SMILES: [CH3:1][N:2]1[C:9]([NH:10][OH:11])=[CH:8][C:6](=[O:7])[N:5]([CH3:12])[C:3]1=[O:4].[C:13](OC(=O)C)(=O)[CH3:14]>>[CH3:13][C:14]1[O:11][N:10]=[C:9]2[C:8]=1[C:6](=[O:7])[N:5]([CH3:12])[C:3](=[O:4])[N:2]2[CH3:1]. The reactants are CN1C(=O)N(C(=O)C=C1NO)C (1,3-dimethyl-6-hydroxyaminouracil), C(C)(=O)OC(C)=O (acetic anhydride). Reactants: C(C1=CC=CC=C1)(=O)C1C(NC2=CC(=CN=C12)Cl)=O (3-benzoyl-6-chloro-4-azaoxindole), C(C1=CC=CC=C1)(=O)C1C(NC2=CC(=CN=C12)Cl)=O (3-benzoyl-6-chloro-4-azaoxindole), C(=NS(=O)(=O)Cl)=O (N-chlorosulfonyl isocyanate). Run in C(C)#N (acetonitrile). Product: C(C1=CC=CC=C1)(=O)C1C(N(C2=CC(=CN=C12)Cl)C(=O)N)=O (3-Benzoyl-6-chloro-4-azaoxindole-1-carboxamide). RXN SMILES: [C:1]([CH:9]1[C:17]2[C:12](=[CH:13][C:14]([Cl:18])=[CH:15][N:16]=2)[NH:11][C:10]1=[O:19])(=[O:8])[C:2]1[CH:7]=[CH:6][CH:5]=[CH:4][CH:3]=1.[C:20](=[O:26])=[N:21]S(Cl)(=O)=O>C(#N)C>[C:1]([CH:9]1[C:17]2[C:12](=[CH:13][C:14]([Cl:18])=[CH:15][N:16]=2)[N:11]([C:20]([NH2:21])=[O:26])[C:10]1=[O:19])(=[O:8])[C:2]1[CH:3]=[CH:4][CH:5]=[CH:6][CH:7]=1. Procedure details: The title compound was prepared from 3-benzoyl-6-chloro-4-azaoxindole (Example 14) according to the procedure of Example 2C, using 3-benzoyl-6-chloro-4-azaoxindole (500 mg, 1.83 mmol), N-chlorosulfonyl isocyanate (0.24 mL), 2.76 mmol) and acetonitrile (20 mL). The crude product was recrystallized from acetonitrile/chloroform. Yield: 121 mg (21%). The reactants are BrBr (bromine), O (water), C1C=CC2=CC=CC=C12 (indene), OO (hydrogen peroxide). Run in ClC1=CC=CC=C1 (chlorobenzene). Run at temperature 63 celsius, time 30 minute. Yields the product white crystals, Br[C@H]1[C@@H](C2=CC=CC=C2C1)O (trans-2-bromoindan-1-ol). Yield: 49.9%. As a reaction SMILES: [OH2:1].[CH2:2]1[C:10]2[C:5](=[CH:6][CH:7]=[CH:8][CH:9]=2)[CH:4]=[CH:3]1.[Br:11]Br.OO>ClC1C=CC=CC=1>[Br:11][C@@H:3]1[CH2:2][C:10]2[C:5](=[CH:6][CH:7]=[CH:8][CH:9]=2)[C@H:4]1[OH:1]. Reported procedure: 160 ml of water and 60.0 g of indene (95 mol%; 0.49 mol) were put into a 500-ml 4-mouthed flask, and mixed as they were heated to 63° C. 40.1 g of bromine (0.25 mol) was added dropwise at 60°-63° C., requiring 30 minutes. On standing, 2 layers separated; the lower layer (organic layer) was transparent pale orange and no crystals could be observed. On mixing for a further 1 hour 15 minutes at 60° C., crystals of trans-2-bromoindan-1-ol were seen in the organic layer. Then 23.55 g of hydrogen pero... Reactants: Clc1ccc(Br)cn1, COc1ccccc1N(C)C(=O)c1ccc(Cl)c(B2OC(C)(C)C(C)(C)O2)c1, [K+], [K+], O=C([O-])[O-], C1COCCO1, c1ccc(P(c2ccccc2)(c2ccccc2)[Pd](P(c2ccccc2)(c2ccccc2)c2ccccc2)(P(c2ccccc2)(c2ccccc2)c2ccccc2)P(c2ccccc2)(c2ccccc2)c2ccccc2)cc1. Product: COc1ccccc1N(C)C(=O)c1ccc(Cl)c(-c2ccc(Cl)nc2)c1. RXN SMILES: [Br:29][c:30]1[cH:31][cH:32][c:33]([Cl:36])[n:34][cH:35]1.[Cl:1][c:2]1[c:3]([B:20]2[O:21][C:22]([CH3:23])([CH3:24])[C:25]([CH3:26])([CH3:27])[O:28]2)[cH:4][c:5]([C:6](=[O:7])[N:8]([CH3:9])[c:10]2[c:11]([O:16][CH3:17])[cH:12][cH:13][cH:14][cH:15]2)[cH:18][cH:19]1.[K+:37].[K+:38].[O-:39][C:40]([O-:41])=[O:42].[O:43]1[CH2:44][CH2:45][O:46][CH2:47][CH2:48]1.[cH:49]1[cH:50][cH:51][c:52]([P:53]([Pd:54]([P:55]([c:56]2[cH:57][cH:58][cH:59][cH:60][cH:61]2)([c:62]2[cH:63][cH:64][cH:65][cH:66][cH:67]2)[c:68]2[cH:69][cH:70][cH:71][cH:72][cH:73]2)([P:74]([c:75]2[cH:76][cH:77][cH:78][cH:79][cH:80]2)([c:81]2[cH:82][cH:83][cH:84][cH:85][cH:86]2)[c:87]2[cH:88][cH:89][cH:90][cH:91][cH:92]2)[P:93]([c:94]2[cH:95][cH:96][cH:97][cH:98][cH:99]2)([c:100]2[cH:101][cH:102][cH:103][cH:104][cH:105]2)[c:106]2[cH:107][cH:108][cH:109][cH:110][cH:111]2)([c:112]2[cH:113][cH:114][cH:115][cH:116][cH:117]2)[c:118]2[cH:119][cH:120][cH:121][cH:122][cH:123]2)[cH:124][cH:125]1>>[Cl:1][c:2]1[c:3](-[c:30]2[cH:31][cH:32][c:33]([Cl:36])[n:34][cH:35]2)[cH:4][c:5]([C:6](=[O:7])[N:8]([CH3:9])[c:10]2[c:11]([O:16][CH3:17])[cH:12][cH:13][cH:14][cH:15]2)[cH:18][cH:19]1. The reactants are ice water, IC1=CC=C(C=C1)O (p-iodophenol), [N+](=O)(O)[O-] (HNO3). The solvent is C(C)(=O)O (acetic acid), C(C)(=O)O (acetic acid). Conditions: time 30 minute. Product: [N+](=O)([O-])C1=C(C=CC(=C1)I)O (2-nitro-4-iodophenol). Reaction SMILES: [I:1][C:2]1[CH:7]=[CH:6][C:5]([OH:8])=[CH:4][CH:3]=1.[N+:9]([O-])([OH:11])=[O:10]>C(O)(=O)C>[N+:9]([C:6]1[CH:7]=[C:2]([I:1])[CH:3]=[CH:4][C:5]=1[OH:8])([O-:11])=[O:10]. Procedure: To a solution of p-iodophenol (2.2 g, 10 mmol) in 18 mL acetic acid was added a solution of HNO3 (0.7 mL, 70%) in 5 mL acetic acid dropwise over 10 minutes. The resulting mixture was stirred at ambient temperature. After 30 minutes, the reaction mixture was diluted by 100 mL ice-water. The precipitate was collected, washed with 100 mL water. Purification by flash column chromatography afforded 1.2 g of 2-nitro-4-iodophenol. Reactants: CN(C)CC1=CC=2CN(CCC2O1)C(C1=CC=C(C=C1)C(C1=CC(=C(C=C1)Cl)Cl)=O)=O (N,N-Dimethyl-[5-[4-(3,4-dichlorobenzoyl)benzoyl]-4,5,6,7-tetrahydrofuro[3,2-c]pyridin-2-ylmethyl]amine), Cl (hydrogen chloride). The solvent is CO (methanol), C(C)(=O)OCC (ethyl acetate). Product: Cl.CN(C)CC1=CC=2CN(CCC2O1)C(C1=CC=C(C=C1)C(C1=CC(=C(C=C1)Cl)Cl)=O)=O (N,N-dimethyl-[5-[4-(3,4-dichlorobenzoyl)benzoyl]-4,5,6,7-tetrahydrofuro[3,2-c]pyridin-2-ylmethyl]amine hydrochloride). Reaction SMILES: [CH3:1][N:2]([CH2:4][C:5]1[O:13][C:12]2[CH2:11][CH2:10][N:9]([C:14](=[O:31])[C:15]3[CH:20]=[CH:19][C:18]([C:21](=[O:30])[C:22]4[CH:27]=[CH:26][C:25]([Cl:28])=[C:24]([Cl:29])[CH:23]=4)=[CH:17][CH:16]=3)[CH2:8][C:7]=2[CH:6]=1)[CH3:3].Cl>CO.C(OCC)(=O)C>[ClH:28].[CH3:3][N:2]([CH2:4][C:5]1[O:13][C:12]2[CH2:11][CH2:10][N:9]([C:14](=[O:31])[C:15]3[CH:16]=[CH:17][C:18]([C:21](=[O:30])[C:22]4[CH:27]=[CH:26][C:25]([Cl:28])=[C:24]([Cl:29])[CH:23]=4)=[CH:19][CH:20]=3)[CH2:8][C:7]=2[CH:6]=1)[CH3:1] |f:4.5|. Procedure: N,N-Dimethyl-[5-[4-(3,4-dichlorobenzoyl)benzoyl]-4,5,6,7-tetrahydrofuro[3,2-c]pyridin-2-ylmethyl]amine 0.139 g was dissolved in 2 ml of methanol; hydrogen chloride in ethyl acetate was added in excess, followed by stirring. This was concentrated, and recrystallized from methanol-diethyl ether to yield the desired product.